From a dataset of the Open Reaction Database (ORD), a public repository of structured organic reaction records. describe an organic reaction: reactants, conditions, products, and yield Starting materials: COC(=O)C1(C(=O)c2cccc(C)c2)CCN(C(=O)OC(C)(C)C)CC1, CCOC(C)=O, Cl. Yields the product Cl, COC(=O)C1(C(=O)c2cccc(C)c2)CCNCC1. As a reaction SMILES: [C:1]([O:2][C:3](=[O:4])[N:8]1[CH2:9][CH2:10][C:11]([C:14](=[O:15])[O:16][CH3:17])([C:18]([c:19]2[cH:20][c:21]([CH3:25])[cH:22][cH:23][cH:24]2)=[O:26])[CH2:12][CH2:13]1)([CH3:5])([CH3:6])[CH3:7].[CH3:28][CH2:29][O:30][C:31](=[O:32])[CH3:33].[ClH:27]>>[ClH:27].[NH:8]1[CH2:9][CH2:10][C:11]([C:14](=[O:15])[O:16][CH3:17])([C:18]([c:19]2[cH:20][c:21]([CH3:25])[cH:22][cH:23][cH:24]2)=[O:26])[CH2:12][CH2:13]1. Reactants: C(C1=CC=CC=C1)OCCCO (3-benzyloxypropan-1-ol), [H-].[Na+] (sodium hydride), BrCC(=O)OC(C)(C)C (t-Butyl bromoacetate). The solvent is O1CCOCC1 (dioxane). Reaction conditions: time 1 hour. Product: C(C1=CC=CC=C1)OCCCOC(COCCCOCC1=CC=CC=C1)=O (3-benzyloxypropyl-2-[(3-benzyloxypropyl)oxy]-acetate). RXN SMILES: [H-].[Na+].[CH2:3]([O:10][CH2:11][CH2:12][CH2:13][OH:14])[C:4]1[CH:9]=[CH:8][CH:7]=[CH:6][CH:5]=1.Br[CH2:16][C:17]([O:19][C:20]([CH3:23])(C)C)=[O:18]>O1CCOCC1>[CH2:3]([O:10][CH2:11][CH2:23][CH2:20][O:19][C:17](=[O:18])[CH2:16][O:14][CH2:13][CH2:12][CH2:11][O:10][CH2:3][C:4]1[CH:9]=[CH:8][CH:7]=[CH:6][CH:5]=1)[C:4]1[CH:9]=[CH:8][CH:7]=[CH:6][CH:5]=1 |f:0.1|. Procedure details: To a suspension of sodium hydride (0.24 g, 6 mmol) in dioxane (20 ml) is added 3-benzyloxypropan-1-ol (1.0, 6 mmol) and the mixture is allowed to stir at room temperature for 1 hour. t-Butyl bromoacetate (1.05 g, 6.5 mmol) is added slowly and the mixture is allowed to stir for 18 hours. The solvent is evaporated and saturated ammonium chloride (20 ml) is added. The mixture is extracted with methylene chloride (3×20 ml) and the combined organic extracts are dried, filtered and evaporated. Purific... Reactants: OC(CCC(C)(C1=CC=C(C=C1)O)C1=CC=C(C=C1)O)(C1=CC=CC=C1)C1=CC=CC=C1 (4,4'-(4-Hydroxy-1-methyl-4,4-diphenylbutylidene)-bisphenol). The reagents and catalysts are [Pd] (Pd/C). Solvent: CO (methanol). Yields the product CC(CCC(C1=CC=CC=C1)C1=CC=CC=C1)(C1=CC=C(C=C1)O)C1=CC=C(C=C1)O (4,4'-(1-Methyl-4,4-diphenylbutylidene)bisphenol). Yield: 85.2%. RXN SMILES: O[C:2]([C:27]1[CH:32]=[CH:31][CH:30]=[CH:29][CH:28]=1)([C:21]1[CH:26]=[CH:25][CH:24]=[CH:23][CH:22]=1)[CH2:3][CH2:4][C:5]([C:14]1[CH:19]=[CH:18][C:17]([OH:20])=[CH:16][CH:15]=1)([C:7]1[CH:12]=[CH:11][C:10]([OH:13])=[CH:9][CH:8]=1)[CH3:6]>CO.[Pd]>[CH3:6][C:5]([C:7]1[CH:8]=[CH:9][C:10]([OH:13])=[CH:11][CH:12]=1)([C:14]1[CH:15]=[CH:16][C:17]([OH:20])=[CH:18][CH:19]=1)[CH2:4][CH2:3][CH:2]([C:27]1[CH:32]=[CH:31][CH:30]=[CH:29][CH:28]=1)[C:21]1[CH:22]=[CH:23][CH:24]=[CH:25][CH:26]=1. Reported procedure: A solution of the product from Example 1 (2.00 g, 4.71 mmol) in 100 mL of methanol was shaken with 20% Pd/C (0.25 g) on a Parr apparatus under a H2 atmosphere (50 psi) for 21 hours. The reaction mixture was filtered and the filtrate concentrated to give the title compound (1.64 g, 85%) as a white foam. The reactants are Cl.O1CCOCC1 (hydrogen chloride dioxane), C1CCOC1 (THF), Br.CN(C)CCC[P+](C1=CC=CC=C1)(C1=CC=CC=C1)C1=CC=CC=C1 (dimethylaminopropyltriphenylphosphonium hydrobromide), C1CCOC1 (THF), O=C1C=2SC(=CC2CCC2=C1C=CC=C2)C=CC(=O)OCC (Ethyl 3-(4-Oxo-9,10-dihydro-4H-3-thiabenzo[f]azulen-2-yl)acrylate). Solvent: O1CCOCC1 (1,4-dioxane). Reaction conditions: time 1 hour. Product: Cl.CN(CC\C=C\1/C=2SC(=CC2CCC2=C1C=CC=C2)/C=C/C(=O)OCC)C (Ethyl (E,Z)-3-[4-(3-Dimethylaminopropylidene)-9,10-dihydro-4H-3-thiabenzo[f]azulen-2-yl]acrylate Hydrochloride). Isolated yield 6.0%. RXN SMILES: C1COCC1.Br.[CH3:7][N:8]([CH2:10][CH2:11][CH2:12][P+](C1C=CC=CC=1)(C1C=CC=CC=1)C1C=CC=CC=1)[CH3:9].O=[C:33]1[C:42]2[CH:43]=[CH:44][CH:45]=[CH:46][C:41]=2[CH2:40][CH2:39][C:38]2[CH:37]=[C:36]([CH:47]=[CH:48][C:49]([O:51][CH2:52][CH3:53])=[O:50])[S:35][C:34]1=2.[ClH:54].O1CCOCC1>O1CCOCC1>[ClH:54].[CH3:7][N:8]([CH3:9])[CH2:10][CH2:11]/[CH:12]=[C:33]1\[C:34]2[S:35][C:36](/[CH:47]=[CH:48]/[C:49]([O:51][CH2:52][CH3:53])=[O:50])=[CH:37][C:38]=2[CH2:39][CH2:40][C:41]2[CH:46]=[CH:45][CH:44]=[CH:43][C:42]\1=2 |f:1.2,4.5,7.8|. Procedure: A 1.6 mol/L n-butyllithium-hexane solution (42 mL) was added to a THF (100 mL) solution of dimethylaminopropyltriphenylphosphonium hydrobromide (23.5 g) under ice-cooling, and the mixed solution was stirred at room temperature for 1 hour. A THF (100 mL) solution of the compound obtained in Example 1 (6.11 g) was added to this solution, and the mixture was further stirred overnight. The solvent was distilled off under a reduced pressure, an aqueous saturated ammonium chloride solution was added t... Starting materials: polyoxyalkylene polyol, O=C=NC1CC(CN=C=O)(CC(C1)(C)C)C (isophorone diisocyanate), C(C=C)(=O)OCC(CCCC)CC (2-ethylhexyl acrylate). The reagents and catalysts are C(CCCCCCCCCCC)(=O)[O-].C(CCCCCCCCCCC)(=O)[O-].C(CCC)[Sn+2]CCCC (dibutyltin dilaurate). Reaction conditions: time 2 hour. The product is C(C=C)(=O)O.NC(=O)OCC (Urethane Acrylate). Reaction SMILES: O=C=[N:3]C1CC(C)(C)CC(C)(CN=C=O)C1.[C:17]([O:21][CH2:22][CH:23](CC)CCCC)(=[O:20])[CH:18]=[CH2:19]>C([O-])(=O)CCCCCCCCCCC.C([O-])(=O)CCCCCCCCCCC.C([Sn+2]CCCC)CCC>[C:17]([OH:21])(=[O:20])[CH:18]=[CH2:19].[NH2:3][C:17]([O:21][CH2:22][CH3:23])=[O:20] |f:2.3.4,5.6|. Procedure details: A four-neck flask fitted with a stirrer, a dropping funnel, a nitrogen inlet tube and a thermometer was charged with 1,000 g of the polyoxyalkylene polyol (a1-1), 78 g of isophorone diisocyanate (IPDI), 700 g of 2-ethylhexyl acrylate as a diluent, and 0.1 g of dibutyltin dilaurate as a catalyst, and these components were reacted for 4 hours at a temperature of 100° C. The infrared absorption spectrum of the reaction mixture was measured, and once it had been confirmed that the isocyanate group a...